From a dataset of the Open Reaction Database (ORD), a public repository of structured organic reaction records. describe an organic reaction: reactants, conditions, products, and yield The reactants are CCCCCCCCCCCCCCCC(OCc1ccccc1)C(CCCCCCCCCCCCCC)C(=O)OCC(=O)c1ccccc1, CO, [Na+], C1CCOC1, [OH-]. Yields the product CCCCCCCCCCCCCCCC(OCc1ccccc1)C(CCCCCCCCCCCCCC)C(=O)O. RXN SMILES: [CH2:1]([c:2]1[cH:3][cH:4][cH:5][cH:6][cH:7]1)[O:8][CH:9]([CH:10]([C:11](=[O:12])[O:13][CH2:14][C:15]([c:16]1[cH:17][cH:18][cH:19][cH:20][cH:21]1)=[O:22])[CH2:23][CH2:24][CH2:25][CH2:26][CH2:27][CH2:28][CH2:29][CH2:30][CH2:31][CH2:32][CH2:33][CH2:34][CH2:35][CH3:36])[CH2:37][CH2:38][CH2:39][CH2:40][CH2:41][CH2:42][CH2:43][CH2:44][CH2:45][CH2:46][CH2:47][CH2:48][CH2:49][CH2:50][CH3:51].[CH3:59][OH:60].[Na+:53].[O:54]1[CH2:55][CH2:56][CH2:57][CH2:58]1.[OH-:52]>>[CH2:1]([c:2]1[cH:3][cH:4][cH:5][cH:6][cH:7]1)[O:8][CH:9]([CH:10]([C:11](=[O:12])[OH:13])[CH2:23][CH2:24][CH2:25][CH2:26][CH2:27][CH2:28][CH2:29][CH2:30][CH2:31][CH2:32][CH2:33][CH2:34][CH2:35][CH3:36])[CH2:37][CH2:38][CH2:39][CH2:40][CH2:41][CH2:42][CH2:43][CH2:44][CH2:45][CH2:46][CH2:47][CH2:48][CH2:49][CH2:50][CH3:51].